This data is from the Open Reaction Database (ORD), a public repository of structured organic reaction records. The task is: describe an organic reaction: reactants, conditions, products, and yield Starting materials: CC(=O)O, CCCN(C(=O)CC)C1COc2ccc([N+](=O)[O-])cc2C1, [Zn]. The product is CCCN(C(=O)CC)C1COc2ccc(N)cc2C1. RXN SMILES: [CH3:22][C:23](=[O:24])[OH:25].[N+:1]([O-:2])(=[O:3])[c:4]1[cH:5][c:6]2[c:11]([cH:12][cH:13]1)[O:10][CH2:9][CH:8]([N:14]([CH2:15][CH2:16][CH3:17])[C:18]([CH2:19][CH3:20])=[O:21])[CH2:7]2.[Zn:26]>>[NH2:1][c:4]1[cH:5][c:6]2[c:11]([cH:12][cH:13]1)[O:10][CH2:9][CH:8]([N:14]([CH2:15][CH2:16][CH3:17])[C:18]([CH2:19][CH3:20])=[O:21])[CH2:7]2. Reactants: O.O.O.O.O.O.O.O.O.O.S(=O)(=O)([O-])[O-].[Na+].[Na+] (sodium sulfate decahydrate), C(C1=CC=CC=C1)N1CCN(CC1)CC#N ((4-benzyl-1-piperazinyl)acetonitrile), [H-].[Al+3].[Li+].[H-].[H-].[H-] (lithium aluminum hydride). Run in C1CCOC1 (THF), C1CCOC1 (THF), C1CCOC1 (THF). Yields the product C(C1=CC=CC=C1)N1CCN(CC1)CCN (2-(4-benzyl-1-piperazinyl)ethanamine). The yield is 89.2%. RXN SMILES: [H-].[Al+3].[Li+].[H-].[H-].[H-].[CH2:7]([N:14]1[CH2:19][CH2:18][N:17]([CH2:20][C:21]#[N:22])[CH2:16][CH2:15]1)[C:8]1[CH:13]=[CH:12][CH:11]=[CH:10][CH:9]=1.O.O.O.O.O.O.O.O.O.O.S([O-])([O-])(=O)=O.[Na+].[Na+]>C1COCC1>[CH2:7]([N:14]1[CH2:15][CH2:16][N:17]([CH2:20][CH2:21][NH2:22])[CH2:18][CH2:19]1)[C:8]1[CH:9]=[CH:10][CH:11]=[CH:12][CH:13]=1 |f:0.1.2.3.4.5,7.8.9.10.11.12.13.14.15.16.17.18.19|. Procedure details: To a suspension of lithium aluminum hydride (5.0 g) in anhydrous THF (150 ml) was added a solution of (4-benzyl-1-piperazinyl)acetonitrile (11 g) obtained in Example 95a) in anhydrous THF (50 ml) under ice-cooling. The reaction solution was refluxed for 3 hours, to the reaction solution was then added sodium sulfate decahydrate (420 g) under ice-cooling, and mixed for 15 hours. The reaction solution was diluted with THF, the precipitate obtained by decantation was filtered off, and the solvent w... Starting materials: COC(=O)N=C=S, CC#N, CCCSc1ccc([N+](=O)[O-])c(N)c1. The product is CCCSc1ccc([N+](=O)[O-])c(NC(=S)NC(=O)OC)c1. Reaction SMILES: [C:15](=[O:16])([O:17][CH3:18])[N:19]=[C:20]=[S:21].[CH3:22][C:23]#[N:24].[N+:1](=[O:2])([O-:3])[c:4]1[c:5]([NH2:6])[cH:7][c:8]([S:11][CH2:12][CH2:13][CH3:14])[cH:9][cH:10]1>>[N+:1](=[O:2])([O-:3])[c:4]1[c:5]([NH:6][C:20]([NH:19][C:15](=[O:16])[O:17][CH3:18])=[S:21])[cH:7][c:8]([S:11][CH2:12][CH2:13][CH3:14])[cH:9][cH:10]1.